describe an organic reaction: reactants, conditions, products, and yield From a dataset of the Open Reaction Database (ORD), a public repository of structured organic reaction records. The reactants are OB(O)O, CC1(C)SC(C)(C)C1=O, NC=O, O. Yields the product CC1(C)SC(C)(C)C1N. As a reaction SMILES: [B:13]([OH:14])([OH:15])[OH:16].[CH3:4][C:5]1([CH3:12])[S:6][C:7]([CH3:10])([CH3:11])[C:8]1=[O:9].[CH:1](=[O:2])[NH2:3].[OH2:17]>>[CH:1]1([NH2:3])[C:5]([CH3:4])([CH3:12])[S:6][C:7]1([CH3:8])[CH3:10]. Starting materials: BrC1=CC=C(CN2C(=C(C3=CC(=CC=C23)OC)CC(=O)OC)C)C=C1 (Methyl (1-(4-bromobenzyl)-5-methoxy-2-methyl-1H-indol-3-yl)acetate), CC(C)C[AlH]CC(C)C (DIBAH), CCOCC.CCCCCC (Et2O hexane). The solvent is C(Cl)Cl (CH2Cl2). Reaction conditions: temperature -78 celsius. Product: BrC1=CC=C(CN2C(=C(C3=CC(=CC=C23)OC)CC=O)C)C=C1 ((1-(4-Bromobenzyl)-5-methoxy-2-methyl-1H-indol-3-yl) acetaldehyde). Isolated yield 87.7%. Reaction SMILES: [Br:1][C:2]1[CH:25]=[CH:24][C:5]([CH2:6][N:7]2[C:15]3[C:10](=[CH:11][C:12]([O:16][CH3:17])=[CH:13][CH:14]=3)[C:9]([CH2:18][C:19](OC)=[O:20])=[C:8]2[CH3:23])=[CH:4][CH:3]=1.CC(C[AlH]CC(C)C)C.CCOCC.CCCCCC>C(Cl)Cl>[Br:1][C:2]1[CH:25]=[CH:24][C:5]([CH2:6][N:7]2[C:15]3[C:10](=[CH:11][C:12]([O:16][CH3:17])=[CH:13][CH:14]=3)[C:9]([CH2:18][CH:19]=[O:20])=[C:8]2[CH3:23])=[CH:4][CH:3]=1 |f:2.3|. Procedure details: To a solution of ester from Step 2 (16.0 g, 39.8 mmol) in CH2Cl2 (320 mL) at -100° C. was added slowly a solution of DIBAH (1.5M/toluene, 32 mL, 47.7 mmol). The reaction was then stirred for 1-- h at -78° C., before being quenched by the addition of MeOH (3 mL), followed by 25% w/v tartaric acid (100 mL). After stirring overnight at r.t., the product was extracted with CH2Cl2. The organic layer was dried (MgSO4), filtered, and evaporated to give a pale green syrup. This was stirred vigorously wi... Starting materials: ClC1=CC=C(C(=N1)NC1CCOCC1)[N+](=O)[O-] (6-Chloro-3-nitro-N-(tetrahydro-2H-pyran-4-yl)pyridin-2-amine), [OH-].[K+] (potassium hydroxide). Solvent: O1CCOCC1 (dioxane). Yields the product [N+](=O)([O-])C=1C=CC(=NC1NC1CCOCC1)O (5-Nitro-6-(Tetrahydro-2H-pyran-4-ylamino)pyridin-2-ol). Isolated yield 98.4%. Reaction SMILES: Cl[C:2]1[N:7]=[C:6]([NH:8][CH:9]2[CH2:14][CH2:13][O:12][CH2:11][CH2:10]2)[C:5]([N+:15]([O-:17])=[O:16])=[CH:4][CH:3]=1.[OH-:18].[K+]>O1CCOCC1>[N+:15]([C:5]1[CH:4]=[CH:3][C:2]([OH:18])=[N:7][C:6]=1[NH:8][CH:9]1[CH2:14][CH2:13][O:12][CH2:11][CH2:10]1)([O-:17])=[O:16] |f:1.2|. Procedure details: 6-Chloro-3-nitro-N-(tetrahydro-2H-pyran-4-yl)pyridin-2-amine (0.186 g, 0.722 mmol), 1 M aqueous potassium hydroxide solution (8.0 mL, 16.0 mmol) and dioxane (20 mL) were heated to 100° C. for 4 h. After cooling, the pH was adjusted to ˜7 and the mixture was extracted with EtOAc. The EtOAc extract was concentrated under reduced pressure to give the title compound (0.170 g). LCMS m/z=240.3 [M+H]+; 1H NMR (400 MHz, methanol-d4) δ ppm 1.65-1.80 (m, 2H), 2.05-2.15 (m, 2H), 3.60-3.70 (m, 2H), 4.00-4.1... The reactants are S(=O)(=O)([O-])OOS(=O)(=O)[O-].[NH4+].[NH4+] (ammonium persulfate), C12(CC3CC(CC(C1)C3)C2)C(=O)O (1-adamantanecarboxylic acid), OS(=O)(=O)O (H2SO4), C(=O)=O (carbon dioxide), COC=1C=C2C=CC=NC2=C(C1)[N+](=O)[O-] (6-Methoxy-8-nitroquinoline), [NH4+].[OH-] (NH4OH). The reagents and catalysts are [N+](=O)([O-])[O-].[Ag+] (Silver nitrate). Run in O (water), CC#N (CH3CN). Reaction conditions: temperature 70 celsius, time 10 minute. Yields the product C12C(C3CC(CC(C1)C3)C2)C2=NC3=C(C=C(C=C3C=C2)OC)[N+](=O)[O-] (2-adamantyl-6-methoxy-8-nitroquinoline). Isolated yield 70.0%. As a reaction SMILES: [CH3:1][O:2][C:3]1[CH:4]=[C:5]2[C:10](=[C:11]([N+:13]([O-:15])=[O:14])[CH:12]=1)[N:9]=[CH:8][CH:7]=[CH:6]2.[C:16]12(C(O)=O)[CH2:25][CH:20]3[CH2:21][CH:22]([CH2:24][CH:18]([CH2:19]3)[CH2:17]1)[CH2:23]2.OS(O)(=O)=O.S(OOS([O-])(=O)=O)([O-])(=O)=O.[NH4+].[NH4+].C(=O)=O.[NH4+].[OH-]>CC#N.O.[N+]([O-])([O-])=O.[Ag+]>[CH:16]12[CH2:25][CH:20]3[CH2:21][CH:22]([CH2:24][CH:18]([CH2:19]3)[CH:17]1[C:8]1[CH:7]=[CH:6][C:5]3[C:10](=[C:11]([N+:13]([O-:15])=[O:14])[CH:12]=[C:3]([O:2][CH3:1])[CH:4]=3)[N:9]=1)[CH2:23]2 |f:3.4.5,7.8,11.12|. Procedure: 6-Methoxy-8-nitroquinoline (1 mmol) (scheme 1) was dissolved in CH3CN (5 mL) while reaction mixture was warmed to 70° C. Silver nitrate (0.6 mmol), 1-adamantanecarboxylic acid (2 mmol), and 10% H2SO4 (10 mL) was then added to the reaction mixture. A freshly prepared solution of ammonium persulfate (3 mmol) in water (10 mL) was added drop wise to the pre-heated (70° C.) mixture during 10 minutes. The heating source was then removed and reaction proceeded with evolution of carbon dioxide. After 10... Starting materials: Cl.NN (hydrazine hydrochloride), C([O-])(O)=O.[Na+] (sodium bicarbonate), C(C)(C)O (isopropanol), S(N)(=O)(=O)C=1C=C(C(=O)Cl)C=CC1Cl (3-sulfamoyl-4-chlorobenzoyl chloride). Run in O (water). Reaction conditions: time 8 hour. Product: C(C)(C)N(NC(C1=CC(=C(C=C1)Cl)S(N)(=O)=O)=O)C1=CC=CC=C1 (1-Isopropyl-1-phenyl-2-(3-sulfamoyl-4-chlorobenzoyl)-hydrazine). Reaction SMILES: Cl.[NH2:2][NH2:3].C(=O)(O)[O-].[Na+].[S:9]([C:13]1[CH:14]=[C:15]([CH:19]=[CH:20][C:21]=1[Cl:22])[C:16](Cl)=[O:17])(=[O:12])(=[O:11])[NH2:10].[CH:23](O)([CH3:25])[CH3:24]>O>[CH:23]([N:2]([C:13]1[CH:14]=[CH:15][CH:19]=[CH:20][CH:21]=1)[NH:3][C:16](=[O:17])[C:15]1[CH:19]=[CH:20][C:21]([Cl:22])=[C:13]([S:9](=[O:12])(=[O:11])[NH2:10])[CH:14]=1)([CH3:25])[CH3:24] |f:0.1,2.3|. Procedure details: Neutralization of the hydrazine hydrochloride of Example 2 was effected by stirring with 19.6 g (0.21 mol) sodium bicarbonate in 100 ml isopropanol. When gas evolution ceased (1 1/2hours) the system was cooled in an ice-water bath, and 25 g (0.1 mol) 3-sulfamoyl-4-chlorobenzoyl chloride was added in several portions. Throughout this addition the temperature was maintained between 5° and 20° C. After the addition the reaction mixture was stirred at room temperature overnight. The reaction mixture... The reactants are S1C(=CC=C1)S(=O)(=O)Cl (thiophene-2-sulfonyl chloride), C(C1=CC=CC=C1)N1CC2CNCC(C1)C2(C)C (7-benzyl-9,9-dimethyl-3,7-diazabicyclo[3,3,1]nonane), C8. The solvent is ClCCl (dichloromethane), ClCCl (dichloromethane). Reaction conditions: time 3 hour. Product: C(C1=CC=CC=C1)N1CC2CN(CC(C1)C2(C)C)S(=O)(=O)C=2SC=CC2 (7-benzyl-3-[(thien-2-yl)-sulfonyl]-9,9-dimethyl-3,7-diazabicyclo[3,3,1 ]nonane). Isolated yield 73.2%. RXN SMILES: [S:1]1[CH:5]=[CH:4][CH:3]=[C:2]1[S:6](Cl)(=[O:8])=[O:7].[CH2:10]([N:17]1[CH2:24][CH:23]2[C:25]([CH3:27])([CH3:26])[CH:19]([CH2:20][NH:21][CH2:22]2)[CH2:18]1)[C:11]1[CH:16]=[CH:15][CH:14]=[CH:13][CH:12]=1>ClCCl>[CH2:10]([N:17]1[CH2:18][CH:19]2[C:25]([CH3:27])([CH3:26])[CH:23]([CH2:22][N:21]([S:6]([C:2]3[S:1][CH:5]=[CH:4][CH:3]=3)(=[O:8])=[O:7])[CH2:20]2)[CH2:24]1)[C:11]1[CH:16]=[CH:15][CH:14]=[CH:13][CH:12]=1. Procedure details: A solution of 2.87 g (=0.015 mol) thiophene-2-sulfonyl chloride in 20 ml dichloromethane was added dropwise with ice cooling to a solution of 3.5 g (=0.014 mol) 7-benzyl-9,9-dimethyl-3,7-diazabicyclo[3,3,1]nonane (=substance No. C8 in the following Table (C)) in 40 ml dichloromethane. Then the ice bath was removed and the reaction mixture stirred further for 3 hours at room temperature. The reaction mixture was then made alkaline by adding aqueous sodium hydroxide solution, the aqueous phase was... The reactants are NCC(CN1N=CN=C1)(O)C1=C(C=C(C=C1)Cl)Cl (3-amino-2-(2,4-dichlorophenyl)-1-(1H-1,2,4-triazol-1-yl)propan-2-ol), C1=C(C=CC2=CC=CC=C12)S(=O)(=O)Cl (2-naphtalenesulfonylchloride). The product is ClC1=C(C=CC(=C1)Cl)C(CN1N=CN=C1)(CNS(=O)(=O)C1=CC2=CC=CC=C2C=C1)O (2-(2,4-Dichlorophenyl)-3-(2-naphtalenesulfonamido)-1-(1-H-1,2,4-triazol-1-yl)propan-2-ol). As a reaction SMILES: [NH2:1][CH2:2][C:3]([C:11]1[CH:16]=[CH:15][C:14]([Cl:17])=[CH:13][C:12]=1[Cl:18])([OH:10])[CH2:4][N:5]1[CH:9]=[N:8][CH:7]=[N:6]1.[CH:19]1[C:28]2[C:23](=[CH:24][CH:25]=[CH:26][CH:27]=2)[CH:22]=[CH:21][C:20]=1[S:29](Cl)(=[O:31])=[O:30]>>[Cl:18][C:12]1[CH:13]=[C:14]([Cl:17])[CH:15]=[CH:16][C:11]=1[C:3]([OH:10])([CH2:2][NH:1][S:29]([C:20]1[CH:21]=[CH:22][C:23]2[C:28](=[CH:27][CH:26]=[CH:25][CH:24]=2)[CH:19]=1)(=[O:31])=[O:30])[CH2:4][N:5]1[CH:9]=[N:8][CH:7]=[N:6]1. Procedure: Following the procedure described in the preceeding examples but using 3-amino-2-(2,4-dichlorophenyl)-1-(1H-1,2,4-triazol-1-yl)propan-2-ol and 2-naphtalenesulfonylchloride, the title compound was obtained in a similar yield: mp 179°-180° C.; 1H NMR (80 MHz, CDCl3)δ(TMS) 8.34 (s, 1H, arom), 8.0-7.0 (m, 11H, arom, CH=N), 5.39 (t, J=6.5 Hz, 1H, NH), 4.95 (AB system, Δv=0.55, J=14.5 Hz, 2H, CH2 -Tr), 3.63 (double AB system, Δv=0.30, Jd=6.5 Hz, J=13.5 Hz, 2H, NCH2). Anal. calcd. for C21H18Cl2N4O3S: C... The reactants are BrC=1N=CC(=NC1)C(=O)N1CCN(CC1)C1=NC=C(C=C1C)C1CC1 ((5-bromopyrazin-2-yl)[4-(5-cyclopropyl-3-methylpyridin-2-yl)piperazin-1-yl]methanone), C(C)[C@H]1NC(OC1)=O ((R)-4-ethyloxazolidin-2-one). Product: C1(CC1)C=1C=C(C(=NC1)N1CCN(CC1)C(=O)C=1N=CC(=NC1)N1C(OC[C@H]1CC)=O)C ((R)-3-{5-[4-(5-cyclopropyl-3-methylpyridin-2-yl)piperazine-1-carbonyl]pyrazin-2-yl}-4-ethyloxazolidin-2-one). The yield is 31.5%. Reaction SMILES: Br[C:2]1[N:3]=[CH:4][C:5]([C:8]([N:10]2[CH2:15][CH2:14][N:13]([C:16]3[C:21]([CH3:22])=[CH:20][C:19]([CH:23]4[CH2:25][CH2:24]4)=[CH:18][N:17]=3)[CH2:12][CH2:11]2)=[O:9])=[N:6][CH:7]=1.[CH2:26]([C@@H:28]1[CH2:32][O:31][C:30](=[O:33])[NH:29]1)[CH3:27]>>[CH:23]1([C:19]2[CH:20]=[C:21]([CH3:22])[C:16]([N:13]3[CH2:14][CH2:15][N:10]([C:8]([C:5]4[N:6]=[CH:7][C:2]([N:29]5[C@H:28]([CH2:26][CH3:27])[CH2:32][O:31][C:30]5=[O:33])=[N:3][CH:4]=4)=[O:9])[CH2:11][CH2:12]3)=[N:17][CH:18]=2)[CH2:25][CH2:24]1. Reported procedure: Using (5-bromopyrazin-2-yl)[4-(5-cyclopropyl-3-methylpyridin-2-yl)piperazin-1-yl]methanone (158 mg) described in Preparation Example 243 and (R)-4-ethyloxazolidin-2-one (68 mg) and by the reaction and treatment in the same manner as in Example 1, the title compound (54 mg) was obtained. Reactants: O=C(C(=O)O)CC (2-oxobutyric acid), C1(=CC=CC=C1)C(C1C(CC(CC1)C)O)(C)C ((−)-8-phenylmenthol). The reagents and catalysts are O.C1(=CC=C(C=C1)S(=O)(=O)O)C (para-toluenesulfonic acid monohydrate). Solvent: C1=CC=CC=C1 (benzene). The product is C[C@@H]1CC[C@H]([C@@H](C1)OC(C(CC)=O)=O)C(C)(C1=CC=CC=C1)C (2-oxo-butyric acid (1R,2S,5R)-5-methyl-2-(1-methyl-1-phenyl-ethyl)-cyclohexyl ester). Yield: 92.5%. As a reaction SMILES: [O:1]=[C:2]([CH2:6][CH3:7])[C:3]([OH:5])=[O:4].[C:8]1([C:14]([CH3:24])([CH3:23])[CH:15]2[CH2:20][CH2:19][CH:18]([CH3:21])[CH2:17][CH:16]2O)[CH:13]=[CH:12][CH:11]=[CH:10][CH:9]=1>C1C=CC=CC=1.O.C1(C)C=CC(S(O)(=O)=O)=CC=1>[CH3:21][C@H:18]1[CH2:17][C@@H:16]([O:4][C:3](=[O:5])[C:2](=[O:1])[CH2:6][CH3:7])[C@H:15]([C:14]([CH3:24])([C:8]2[CH:9]=[CH:10][CH:11]=[CH:12][CH:13]=2)[CH3:23])[CH2:20][CH2:19]1 |f:3.4|. Reported procedure: A solution of 2.28 g 2-oxobutyric acid (2, 22.11 mmol, 1.3 eq), 4.04 g (−)-8-phenylmenthol (18, 17.02 mmol, 1.0 eq) and 169.9 mg para-toluenesulfonic acid monohydrate (0.884 mmol, 0.52 eq) in 48 mL benzene was heated to reflux for 20 h 35 min. After cooling down to room temperature, the solution was washed twice with 50 mL saturated aqueous sodium hydrogencarbonate solution, and subsequently with 50 mL water and 50 mL brine. The organic phase was dried over 5 g sodium sulfate and was filtered. T...